From a dataset of the Open Reaction Database (ORD), a public repository of structured organic reaction records. describe an organic reaction: reactants, conditions, products, and yield Reactants: O (water), COC(CC=1C(=NNC1C)C)=O ((3,5-dimethyl-1H-pyrazol-4-yl)acetic acid methyl ester), [N+](=O)([O-])C1=CC=C(CBr)C=C1 (4-nitrobenzyl bromide), C(=O)([O-])[O-].[K+].[K+] (K2CO3). Solvent: C(C)#N (acetonitrile). Conditions: time 1 hour. Yields the product COC(CC=1C(=NN(C1C)CC1=CC=C(C=C1)[N+](=O)[O-])C)=O ([3,5-Dimethyl-1-(4-nitro-benzyl)-1H-pyrazol-4-yl]-acetic acid methyl ester). The yield is 119.5%. Reaction SMILES: [CH3:1][O:2][C:3](=[O:12])[CH2:4][C:5]1[C:6]([CH3:11])=[N:7][NH:8][C:9]=1[CH3:10].[N+:13]([C:16]1[CH:23]=[CH:22][C:19]([CH2:20]Br)=[CH:18][CH:17]=1)([O-:15])=[O:14].C([O-])([O-])=O.[K+].[K+].O>C(#N)C>[CH3:1][O:2][C:3](=[O:12])[CH2:4][C:5]1[C:9]([CH3:10])=[N:8][N:7]([CH2:20][C:19]2[CH:22]=[CH:23][C:16]([N+:13]([O-:15])=[O:14])=[CH:17][CH:18]=2)[C:6]=1[CH3:11] |f:2.3.4|. Procedure details: To a solution of (3,5-dimethyl-1H-pyrazol-4-yl)acetic acid methyl ester (3.90 g, 23 mmol) and 4-nitrobenzyl bromide (4.60 g, 20.7 mmol) in acetonitrile is added K2CO3 (2.76 g, 19.9 mmol) and the mixture is stirred for one hour at room temperature. The reaction mixture is poured into water and extracted twice with ethyl acetate. The organic phase is dried over MgSO4 and evaporated under reduced pressure. To yield 7.50 g of [3,5-Dimethyl-1-(4-nitro-benzyl)-1H-pyrazol-4-yl]-acetic acid methyl ester... Starting materials: O=c1c2sc(-c3ccc(Cl)cc3)cc2ccn1-c1ccc(Br)cc1, CC(C)(C)OC(=O)N1CCC(C(N)=O)C1, O=C([O-])[O-], C1COCCO1, ClCCl, [Cs+], [Cs+], [Cu]I. The product is CC(C)(C)OC(=O)N1CCC(C(=O)Nc2ccc(-n3ccc4cc(-c5ccc(Cl)cc5)sc4c3=O)cc2)C1. RXN SMILES: [Br:16][c:17]1[cH:18][cH:19][c:20](-[n:23]2[c:24](=[O:39])[c:25]3[c:26]([cH:27][cH:28]2)[cH:29][c:30](-[c:32]2[cH:33][cH:34][c:35]([Cl:38])[cH:36][cH:37]2)[s:31]3)[cH:21][cH:22]1.[C:1]([CH3:2])([CH3:3])([CH3:4])[O:5][C:6](=[O:7])[N:8]1[CH2:9][CH:10]([C:13]([NH2:14])=[O:15])[CH2:11][CH2:12]1.[C:40](=[O:41])([O-:42])[O-:43].[CH2:46]1[O:47][CH2:48][CH2:49][O:50][CH2:51]1.[Cl:52][CH2:53][Cl:54].[Cs+:44].[Cs+:45].[Cu:55][I:56]>>[C:1]([CH3:2])([CH3:3])([CH3:4])[O:5][C:6](=[O:7])[N:8]1[CH2:9][CH:10]([C:13]([NH:14][c:17]2[cH:18][cH:19][c:20](-[n:23]3[c:24](=[O:39])[c:25]4[c:26]([cH:27][cH:28]3)[cH:29][c:30](-[c:32]3[cH:33][cH:34][c:35]([Cl:38])[cH:36][cH:37]3)[s:31]4)[cH:21][cH:22]2)=[O:15])[CH2:11][CH2:12]1. The product is Cc1cccc(CNc2cccc(-c3c(Cc4ccccc4)cnc4c(C(F)(F)F)cccc34)c2)c1C. Starting materials: Nc1cccc(-c2c(Cc3ccccc3)cnc3c(C(F)(F)F)cccc23)c1, Cc1cccc(C=O)c1C. As a reaction SMILES: [CH2:1]([c:2]1[cH:3][cH:4][cH:5][cH:6][cH:7]1)[c:8]1[cH:9][n:10][c:11]2[c:12]([C:25]([F:26])([F:27])[F:28])[cH:13][cH:14][cH:15][c:16]2[c:17]1-[c:18]1[cH:19][c:20]([NH2:24])[cH:21][cH:22][cH:23]1.[CH3:29][c:30]1[c:31]([CH:32]=[O:33])[cH:34][cH:35][cH:36][c:37]1[CH3:38]>>[CH2:1]([c:2]1[cH:3][cH:4][cH:5][cH:6][cH:7]1)[c:8]1[cH:9][n:10][c:11]2[c:12]([C:25]([F:26])([F:27])[F:28])[cH:13][cH:14][cH:15][c:16]2[c:17]1-[c:18]1[cH:19][c:20]([NH:24][CH2:32][c:31]2[c:30]([CH3:29])[c:37]([CH3:38])[cH:36][cH:35][cH:34]2)[cH:21][cH:22][cH:23]1. Reactants: NC=1C=C(C(=O)O)C=CC1Cl (3-amino-4-chlorobenzoic acid), C[Si]([N-][Si](C)(C)C)(C)C.[Li+] (lithium 1,1,1,3,3,3-hexamethyldisilazan-2-ide), ice water, Cl (HCl), ClC1=C(C(=CC=C1)Cl)N1C=C(C=CC1=O)C(=O)OC (methyl 1-(2,6-dichlorophenyl)-6-oxo-1,6-dihydro-3-pyridinecarboxylate). The solvent is C1CCOC1 (THF), C1CCOC1 (THF). Conditions: temperature -10 celsius, time 15 minute. The product is ClC1=C(C=C(C(=O)O)C=C1)NC(=O)C1=CN(C(C=C1)=O)C1=C(C=CC=C1Cl)Cl (4-chloro-3-({[1-(2,6-dichlorophenyl)-6-oxo-1,6-dihydro-3-pyridinyl]carbonyl}amino)benzoic acid). Yield: 34.3%. As a reaction SMILES: [NH2:1][C:2]1[CH:3]=[C:4]([CH:8]=[CH:9][C:10]=1[Cl:11])[C:5]([OH:7])=[O:6].C[Si](C)(C)[N-][Si](C)(C)C.[Li+].[Cl:22][C:23]1[CH:28]=[CH:27][CH:26]=[C:25]([Cl:29])[C:24]=1[N:30]1[C:35](=[O:36])[CH:34]=[CH:33][C:32]([C:37](OC)=[O:38])=[CH:31]1.Cl>C1COCC1>[Cl:11][C:10]1[CH:9]=[CH:8][C:4]([C:5]([OH:7])=[O:6])=[CH:3][C:2]=1[NH:1][C:37]([C:32]1[CH:33]=[CH:34][C:35](=[O:36])[N:30]([C:24]2[C:25]([Cl:29])=[CH:26][CH:27]=[CH:28][C:23]=2[Cl:22])[CH:31]=1)=[O:38] |f:1.2|. Reported procedure: To a solution of 3-amino-4-chlorobenzoic acid (3.99 g) in THF (35 mL) was added dropwise an 1 M THF solution of lithium 1,1,1,3,3,3-hexamethyldisilazan-2-ide (46.5 mL) while keeping the internal temperature below −5° C. under a nitrogen atmosphere, and the mixture was stirred for 15 min around −10° C. Powder of methyl 1-(2,6-dichlorophenyl)-6-oxo-1,6-dihydro-3-pyridinecarboxylate (3.46 g) was added to the mixture at once, and the resulted mixture was stirred at the same temperature for 3 hr unde...